From a dataset of the Open Reaction Database (ORD), a public repository of structured organic reaction records. describe an organic reaction: reactants, conditions, products, and yield Solvent: ClCCl (dichloromethane), ClCCl (dichloromethane). Reactants: ClC1=CC=C(C(=O)N2CC(N(C3=C(C2)C=CC=C3OC)CC3=CC=C(C=C3)C(=O)N3CC=CC3)=O)C=C1 (4-(4-chlorobenzoyl)-1-[4-(2,5-dihydro-1H-pyrrol-1-ylcarbonyl)benzyl]-9-methoxy-1,3,4,5-tetrahydrobenzo[e][1,4]-diazepin-2-on), [Br-].[Br-].[Br-].B (borane tribromide). Yields the product ClC1=CC=C(C(=O)N2CC(N(C3=C(C2)C=CC=C3O)CC3=CC=C(C=C3)C(=O)N3CC=CC3)=O)C=C1 (4-(4-chlorobenzoyl)-1-[4-(2,5-dihydro-1H-pyrrol-1-ylcarbonyl)benzyl]-9-hydroxy-1,3,4,5-tetrahydrobenzo[e][1,4]-diazepin-2-on). RXN SMILES: [Cl:1][C:2]1[CH:37]=[CH:36][C:5]([C:6]([N:8]2[CH2:14][C:13]3[CH:15]=[CH:16][CH:17]=[C:18]([O:19]C)[C:12]=3[N:11]([CH2:21][C:22]3[CH:27]=[CH:26][C:25]([C:28]([N:30]4[CH2:34][CH:33]=[CH:32][CH2:31]4)=[O:29])=[CH:24][CH:23]=3)[C:10](=[O:35])[CH2:9]2)=[O:7])=[CH:4][CH:3]=1.[Br-].[Br-].[Br-].B>ClCCl>[Cl:1][C:2]1[CH:3]=[CH:4][C:5]([C:6]([N:8]2[CH2:14][C:13]3[CH:15]=[CH:16][CH:17]=[C:18]([OH:19])[C:12]=3[N:11]([CH2:21][C:22]3[CH:27]=[CH:26][C:25]([C:28]([N:30]4[CH2:31][CH:32]=[CH:33][CH2:34]4)=[O:29])=[CH:24][CH:23]=3)[C:10](=[O:35])[CH2:9]2)=[O:7])=[CH:36][CH:37]=1 |f:1.2.3.4|. Run at time 8 hour. Reported procedure: 7 mg (0.014 mmol) of 4-(4-chlorobenzoyl)-1-[4-(2,5-dihydro-1H-pyrrol-1-ylcarbonyl)benzyl]-9-methoxy-1,3,4,5-tetrahydrobenzo[e][1,4]-diazepin-2-on was dissolved in 10 ml of dichloromethane. 1.0 ml of borane tribromide was added to the obtained solution, and they were stirred at room temperature overnight. After the treatment with dichloromethane as the extracting solvent by an ordinary method, the obtained crude product was treated in the same manner as in step 3 in Example 1 to obtain the title ... Starting materials: C#CC(C)(C)C, CCN(CC=CCl)Cc1cccc(O)c1, [Cu]I, C1CCOC1. Product: CCN(CC=CC#CC(C)(C)C)Cc1cccc(O)c1. RXN SMILES: [C:16]([CH3:17])([CH3:18])([CH3:19])[C:20]#[CH:21].[Cl:1][CH:2]=[CH:3][CH2:4][N:5]([CH2:6][CH3:7])[CH2:8][c:9]1[cH:10][c:11]([OH:15])[cH:12][cH:13][cH:14]1.[Cu:22][I:23].[O:24]1[CH2:25][CH2:26][CH2:27][CH2:28]1>>[CH:2](=[CH:3][CH2:4][N:5]([CH2:6][CH3:7])[CH2:8][c:9]1[cH:10][c:11]([OH:15])[cH:12][cH:13][cH:14]1)[C:21]#[C:20][C:16]([CH3:17])([CH3:18])[CH3:19]. Starting materials: [N-]=[N+]=[N-].[Na+] (Sodium azide), BrC1C(N(CCC(C1)C1=CC=CC=C1)CC1CC1)=O (3-bromo-1-(cyclopropylmethyl)-5-phenylazepan-2-one). The solvent is C(C)#N (acetonitrile), O (water). Reaction conditions: temperature 100 celsius, time 18 hour. The product is N(=[N+]=[N-])C1C(N(CCC(C1)C1=CC=CC=C1)CC1CC1)=O (3-Azido-1-(cyclopropylmethyl)-5-phenylazepan-2-one). As a reaction SMILES: [N-:1]=[N+:2]=[N-:3].[Na+].Br[CH:6]1[CH2:12][CH:11]([C:13]2[CH:18]=[CH:17][CH:16]=[CH:15][CH:14]=2)[CH2:10][CH2:9][N:8]([CH2:19][CH:20]2[CH2:22][CH2:21]2)[C:7]1=[O:23]>C(#N)C.O>[N:1]([CH:6]1[CH2:12][CH:11]([C:13]2[CH:18]=[CH:17][CH:16]=[CH:15][CH:14]=2)[CH2:10][CH2:9][N:8]([CH2:19][CH:20]2[CH2:22][CH2:21]2)[C:7]1=[O:23])=[N+:2]=[N-:3] |f:0.1|. Procedure: Sodium azide (0.24 g, 3.72 mmol) was added to a solution of 3-bromo-1-(cyclopropylmethyl)-5-phenylazepan-2-one (0.3 g, 0.93 mmol) in acetonitrile (4 mL) and water (1 mL), and the mixture heated to 100° C. After 18 h, the mixture was allowed to cool to ambient temperature and concentrated. Water was added and the mixture was extracted with dichloromethane (3×). The combined organic extracts were washed with water (3×), saturated brine, dried over sodium sulfate, filtered and concentrated. The reactants are C1COCCO1, CCOC(C)=O, CC(=O)c1cccnc1Cl, Nc1ccccc1. The product is CC(=O)c1cccnc1Nc1ccccc1. Reaction SMILES: [CH2:11]1[O:12][CH2:13][CH2:14][O:15][CH2:16]1.[CH3:24][CH2:25][O:26][C:27](=[O:28])[CH3:29].[Cl:1][c:2]1[n:3][cH:4][cH:5][cH:6][c:7]1[C:8]([CH3:9])=[O:10].[NH2:17][c:18]1[cH:19][cH:20][cH:21][cH:22][cH:23]1>>[c:2]1([NH:17][c:18]2[cH:19][cH:20][cH:21][cH:22][cH:23]2)[n:3][cH:4][cH:5][cH:6][c:7]1[C:8]([CH3:9])=[O:10]. The reactants are Cc1ccccc1, O=Cc1ccccc1Cl, O=C1CCCN1, O, c1cnc(N2CCNCC2)nc1. The product is O=C1CCCN1C(c1ccccc1Cl)N1CCN(c2ncccn2)CC1. Reaction SMILES: [CH3:29][c:30]1[cH:31][cH:32][cH:33][cH:34][cH:35]1.[Cl:19][c:20]1[c:21]([CH:22]=[O:23])[cH:24][cH:25][cH:26][cH:27]1.[NH:1]1[C:2](=[O:6])[CH2:3][CH2:4][CH2:5]1.[OH2:28].[n:7]1[c:8]([N:13]2[CH2:14][CH2:15][NH:16][CH2:17][CH2:18]2)[n:9][cH:10][cH:11][cH:12]1>>[N:1]1([CH:22]([N:16]2[CH2:15][CH2:14][N:13]([c:8]3[n:7][cH:12][cH:11][cH:10][n:9]3)[CH2:18][CH2:17]2)[c:21]2[c:20]([Cl:19])[cH:27][cH:26][cH:25][cH:24]2)[C:2](=[O:6])[CH2:3][CH2:4][CH2:5]1.